This data is from the Open Reaction Database (ORD), a public repository of structured organic reaction records. The task is: describe an organic reaction: reactants, conditions, products, and yield Reactants: CCOC(=O)COc1ccc(Sc2cc(C#Cc3ccc(S(C)(=O)=O)cc3)cc(OCC3CCCCC3)c2)cc1C, CCO, Cl, [Na+], [OH-]. Product: Cc1cc(Sc2cc(C#Cc3ccc(S(C)(=O)=O)cc3)cc(OCC3CCCCC3)c2)ccc1OCC(=O)O. RXN SMILES: [CH2:1]([CH3:2])[O:3][C:4]([CH2:5][O:6][c:7]1[c:8]([CH3:40])[cH:9][c:10]([S:13][c:14]2[cH:15][c:16]([O:32][CH2:33][CH:34]3[CH2:35][CH2:36][CH2:37][CH2:38][CH2:39]3)[cH:17][c:18]([C:20]#[C:21][c:22]3[cH:23][cH:24][c:25]([S:28](=[O:29])(=[O:30])[CH3:31])[cH:26][cH:27]3)[cH:19]2)[cH:11][cH:12]1)=[O:41].[CH3:45][CH2:46][OH:47].[ClH:44].[Na+:43].[OH-:42]>>[O:3]=[C:4]([CH2:5][O:6][c:7]1[c:8]([CH3:40])[cH:9][c:10]([S:13][c:14]2[cH:15][c:16]([O:32][CH2:33][CH:34]3[CH2:35][CH2:36][CH2:37][CH2:38][CH2:39]3)[cH:17][c:18]([C:20]#[C:21][c:22]3[cH:23][cH:24][c:25]([S:28](=[O:29])(=[O:30])[CH3:31])[cH:26][cH:27]3)[cH:19]2)[cH:11][cH:12]1)[OH:41]. Reactants: C(C=C)(=O)NCCCN(C)C (3-acrylamidopropyldimethylamine), C1(O)=CC=C(O)C=C1 (hydroquinone), C1CCOS1(=O)=O (propanesultone). Solvent: C(C)#N (acetonitrile), C(C)#N (acetonitrile). Reaction conditions: time 24 hour. The product is C(C=C)(=O)NCCC[N+](CCCS(=O)(=O)[O-])(C)C (3-[(3-acrylamidopropyl)dimethylammonio]propanesulfonate). The yield is 93.0%. RXN SMILES: [C:1]([NH:5][CH2:6][CH2:7][CH2:8][N:9]([CH3:11])[CH3:10])(=[O:4])[CH:2]=[CH2:3].C1(C=CC(O)=CC=1)O.[CH2:20]1[S:24](=[O:26])(=[O:25])[O:23][CH2:22][CH2:21]1>C(#N)C>[C:1]([NH:5][CH2:6][CH2:7][CH2:8][N+:9]([CH3:11])([CH3:10])[CH2:22][CH2:21][CH2:20][S:24]([O-:23])(=[O:26])=[O:25])(=[O:4])[CH:2]=[CH2:3]. Procedure details: The solution of 6.2 g 3-acrylamidopropyldimethylamine (M=156.23 g/mol-39.7 mmol) and of 88 mg hydroquinone (M=110.11 mol/l-0.02 eq.) in 17 ml anhydrous acetonitrile is magnetically stirred at ambient temperature in an argon stream. The solution of 3.5 ml distilled propanesultone (M=122.14 g/mol-d=1.392-1 eq.) in 5 ml anhydrous acetonitrile is added drop by drop. A white precipitate appears. The suspension is stirred in an argon stream for 24 hours at ambient temperature. The precipitate is then ...